This data is from the Open Reaction Database (ORD), a public repository of structured organic reaction records. The task is: describe an organic reaction: reactants, conditions, products, and yield Reactants: CN(C)CCOC1CCNCC1, CCN(C(C)C)C(C)C, O=C(O)c1cc(Cc2n[nH]c(=O)c3ccccc23)ccc1F, CN(C)C=O. The product is CN(C)CCOC1CCN(C(=O)c2cc(Cc3n[nH]c(=O)c4ccccc34)ccc2F)CC1. RXN SMILES: [CH3:23][N:24]([CH2:25][CH2:26][O:27][CH:28]1[CH2:29][CH2:30][NH:31][CH2:32][CH2:33]1)[CH3:34].[CH:35]([N:36]([CH2:37][CH3:38])[CH:39]([CH3:40])[CH3:41])([CH3:42])[CH3:43].[F:1][c:2]1[c:3]([C:4](=[O:5])[OH:6])[cH:7][c:8]([CH2:11][c:12]2[n:13][nH:14][c:15](=[O:22])[c:16]3[cH:17][cH:18][cH:19][cH:20][c:21]23)[cH:9][cH:10]1.[O:44]=[CH:45][N:46]([CH3:47])[CH3:48]>>[F:1][c:2]1[c:3]([C:4](=[O:6])[N:31]2[CH2:30][CH2:29][CH:28]([O:27][CH2:26][CH2:25][N:24]([CH3:23])[CH3:34])[CH2:33][CH2:32]2)[cH:7][c:8]([CH2:11][c:12]2[n:13][nH:14][c:15](=[O:22])[c:16]3[cH:17][cH:18][cH:19][cH:20][c:21]23)[cH:9][cH:10]1. Reactants: ClC1=CC=C(C=C1)C(C(CC#N)=O)(CC)N1C=CC2=C(C=CC=C12)NS(=O)(=O)C (N-(1-(3-(4-chlorophenyl)-1-cyano-2-oxopentan-3-yl)-1H-indol-4-yl)methanesulfonamide), [H-].[Na+] (NaH), BrCCBr (1,2-dibromoethane). The solvent is CN(C)C=O (DMF). Reaction conditions: time 30 minute. The product is ClC1=CC=C(C=C1)C(CC)(C=1OCCC1C#N)N1C=CC2=C(C=CC=C12)NS(=O)(=O)C (N-(1-(1-(4-Chlorophenyl)-1-(3-cyano-4,5-dihydrofuran-2-yl)propyl)-1H-indol-4-yl)methane-sulfonamide). RXN SMILES: [Cl:1][C:2]1[CH:7]=[CH:6][C:5]([C:8]([N:16]2[C:24]3[C:19](=[C:20]([NH:25][S:26]([CH3:29])(=[O:28])=[O:27])[CH:21]=[CH:22][CH:23]=3)[CH:18]=[CH:17]2)([CH2:14][CH3:15])[C:9](=[O:13])[CH2:10][C:11]#[N:12])=[CH:4][CH:3]=1.[H-].[Na+].Br[CH2:33][CH2:34]Br>CN(C=O)C>[Cl:1][C:2]1[CH:7]=[CH:6][C:5]([C:8]([N:16]2[C:24]3[C:19](=[C:20]([NH:25][S:26]([CH3:29])(=[O:27])=[O:28])[CH:21]=[CH:22][CH:23]=3)[CH:18]=[CH:17]2)([C:9]2[O:13][CH2:33][CH2:34][C:10]=2[C:11]#[N:12])[CH2:14][CH3:15])=[CH:4][CH:3]=1 |f:1.2|. Reported procedure: To a solution of N-(1-(3-(4-chlorophenyl)-1-cyano-2-oxopentan-3-yl)-1H-indol-4-yl)methanesulfonamide (50 mg, 0.116 mmol, enantiomer A), as described in Example 28 step A, in DMF (2 mL) was added NaH (9 mg, 0348 mmol, 60% in oil) at 0° C. After stirring for 30 min, 1,2-dibromoethane (22 mg, 0.116 mmol) was added to the mixture at 0° C. The resulting mixture was stirred at 0° C. for another 1 h, and then quenched with water (15 mL), extracted with ethyl acetate. The combined organic layers were wa... Starting materials: COC(=O)C(CCC(=O)N1CCC2(CC2)C(O)C1)N1CCNC(C)C1=O, CN1CCOCC1, O=C=Nc1ccc(OC(F)(F)F)c(Cl)c1. Yields the product COC(=O)C(CCC(=O)N1CCC2(CC2)C(O)C1)N1CCN(C(=O)Nc2ccc(OC(F)(F)F)c(Cl)c2)C(C)C1=O. As a reaction SMILES: [CH3:1][O:2][C:3]([CH:4]([CH2:5][CH2:6][C:7](=[O:8])[N:9]1[CH2:10][CH:11]([OH:17])[C:12]2([CH2:13][CH2:14]2)[CH2:15][CH2:16]1)[N:18]1[C:19](=[O:25])[CH:20]([CH3:24])[NH:21][CH2:22][CH2:23]1)=[O:26].[CH3:27][N:28]1[CH2:29][CH2:30][O:31][CH2:32][CH2:33]1.[Cl:34][c:35]1[c:36]([O:44][C:45]([F:46])([F:47])[F:48])[cH:37][cH:38][c:39]([N:41]=[C:42]=[O:43])[cH:40]1>>[CH3:1][O:2][C:3]([CH:4]([CH2:5][CH2:6][C:7](=[O:8])[N:9]1[CH2:10][CH:11]([OH:17])[C:12]2([CH2:13][CH2:14]2)[CH2:15][CH2:16]1)[N:18]1[C:19](=[O:25])[CH:20]([CH3:24])[N:21]([C:42]([NH:41][c:39]2[cH:38][cH:37][c:36]([O:44][C:45]([F:46])([F:47])[F:48])[c:35]([Cl:34])[cH:40]2)=[O:43])[CH2:22][CH2:23]1)=[O:26]. The reactants are C(C)(C)C1=CC(=C(O1)C)C(=O)OCC (ethyl 5-isopropyl-2-methyl-3-furoate). Solvent: [OH-].[Na+] (sodium hydroxide). Product: C(C)(C)C1=CC(=C(O1)C)C(=O)O (5isopropyl-2-methyl-3-furoic acid). As a reaction SMILES: [CH:1]([C:4]1[O:8][C:7]([CH3:9])=[C:6]([C:10]([O:12]CC)=[O:11])[CH:5]=1)([CH3:3])[CH3:2]>[OH-].[Na+]>[CH:1]([C:4]1[O:8][C:7]([CH3:9])=[C:6]([C:10]([OH:12])=[O:11])[CH:5]=1)([CH3:3])[CH3:2] |f:1.2|. Procedure: Saponification of 0.5 g of the ester was accomplished by refluxing 4 hours in 10 ml of 25% aqueous sodium hydroxide. Acidification precipitated the crude acid, which was recrystallized from water-ethanol to give 5isopropyl-2-methyl-3-furoic acid as white needles, mp 88.5° C. The reactants are O (Water), BrC1=NC=2N(C(=C1C1=C(C=C(C=C1F)F)F)N[C@H](C(F)(F)F)C)N=CN2 (5-bromo-6-(2,4,6-trifluorophenyl)-N-[(1S)-2,2,2-trifluoro-1-methylethyl][1,2,4]triazolo[1,5-a]pyrimidin-7-amine), CN(CCCO)C (3-dimethylamino-1-propanol), [H-].[Na+] (sodium hydride). The solvent is CS(=O)C (dimethylsulfoxide). Run at temperature 60 celsius. Yields the product BrC1=NC=2N(C(=C1C1=C(C=C(C=C1F)OCCCN(C)C)F)N[C@H](C(F)(F)F)C)N=CN2 (5-bromo-6-{4-[3-(dimethylamino)propoxy]-2,6-difluorophenyl}-N-[(1S)-2,2,2-trifluoro-1-methylethyl][1,2,4]triazolo[1,5-a]pyrimidin-7-amine). Yield: 78.3%. Reaction SMILES: [Br:1][C:2]1[C:7]([C:8]2[C:13]([F:14])=[CH:12][C:11](F)=[CH:10][C:9]=2[F:16])=[C:6]([NH:17][C@@H:18]([CH3:23])[C:19]([F:22])([F:21])[F:20])[N:5]2[N:24]=[CH:25][N:26]=[C:4]2[N:3]=1.[CH3:27][N:28]([CH3:33])[CH2:29][CH2:30][CH2:31][OH:32].[H-].[Na+].O>CS(C)=O>[Br:1][C:2]1[C:7]([C:8]2[C:13]([F:14])=[CH:12][C:11]([O:32][CH2:31][CH2:30][CH2:29][N:28]([CH3:33])[CH3:27])=[CH:10][C:9]=2[F:16])=[C:6]([NH:17][C@@H:18]([CH3:23])[C:19]([F:22])([F:20])[F:21])[N:5]2[N:24]=[CH:25][N:26]=[C:4]2[N:3]=1 |f:2.3|. Procedure details: To a solution of 5-bromo-6-(2,4,6-trifluorophenyl)-N-[(1S)-2,2,2-trifluoro-1-methylethyl][1,2,4]triazolo[1,5-a]pyrimidin-7-amine (44 mg, 0.1 mmol) and 3-dimethylamino-1-propanol (51 m g, 0.5 mmol) in 1 mL of dimethylsulfoxide at room temperature is added sodium hydride (60% in mineral oil, 20 mg, 0.5 mmol). The mixture is heated at 60° C. for 2 h, and cooled to room temperature. Water is added to quench the reaction, and the product is extracted with ethyl acetate. The organic layer is washed wi...